From a dataset of the Open Reaction Database (ORD), a public repository of structured organic reaction records. describe an organic reaction: reactants, conditions, products, and yield Starting materials: COC1=CC=C(C=C1)N(S(=O)(=O)C1=CC=C(C(=O)O)C=C1)C (4-(N-(4-methoxyphenyl)-N-methylsulfamoyl)benzoic acid), COC=1C=C(N)C=CC1 (3-methoxyaniline). The product is COC=1C=C(C=CC1)NC(C1=CC=C(C=C1)S(N(C)C1=CC=C(C=C1)OC)(=O)=O)=O (N-(3-methoxyphenyl)-4-(N-(4-methoxyphenyl)-N-methylsulfamoyl)benzamide). Reaction SMILES: [CH3:1][O:2][C:3]1[CH:8]=[CH:7][C:6]([N:9]([CH3:22])[S:10]([C:13]2[CH:21]=[CH:20][C:16]([C:17]([OH:19])=O)=[CH:15][CH:14]=2)(=[O:12])=[O:11])=[CH:5][CH:4]=1.[CH3:23][O:24][C:25]1[CH:26]=[C:27]([CH:29]=[CH:30][CH:31]=1)[NH2:28]>>[CH3:23][O:24][C:25]1[CH:26]=[C:27]([NH:28][C:17](=[O:19])[C:16]2[CH:15]=[CH:14][C:13]([S:10](=[O:11])(=[O:12])[N:9]([C:6]3[CH:5]=[CH:4][C:3]([O:2][CH3:1])=[CH:8][CH:7]=3)[CH3:22])=[CH:21][CH:20]=2)[CH:29]=[CH:30][CH:31]=1. Procedure: 4-(N-(4-methoxyphenyl)-N-methylsulfamoyl)benzoic acid (7) (100 mg, 0.31 mmol) was treated with 3-methoxyaniline (32 mg, 0.26 mmol) using method C. The residue was purified using flash chromatography eluting with 0-30% EtOAc in hexanes. The resulting solid was triturated with dichloromethane/hexanes to give N-(3-methoxyphenyl)-4-(N-(4-methoxyphenyl)-N-methylsulfamoyl)benzamide as a white solid. Yield: 70 mg (63%). 1H-NMR: 10.44 (s, 1H), 8.10 (d, J=8.5 Hz, 2H), 7.66 (d, J=8.5 Hz, 2H), 7.45 (t, J=2... Reactants: O=C1c2ccccc2C(=O)N1CCCCBr, O=C([O-])[O-], CN(C)C=O, [K+], [K+], O, Oc1ccccn1. Product: O=C1c2ccccc2C(=O)N1CCCCOc1ccccn1. Reaction SMILES: [Br:8][CH2:9][CH2:10][CH2:11][CH2:12][N:13]1[C:14](=[O:23])[c:15]2[c:16]([cH:19][cH:20][cH:21][cH:22]2)[C:17]1=[O:18].[C:24](=[O:25])([O-:26])[O-:27].[CH3:30][N:31]([CH3:32])[CH:33]=[O:34].[K+:28].[K+:29].[OH2:35].[OH:1][c:2]1[n:3][cH:4][cH:5][cH:6][cH:7]1>>[O:1]([c:2]1[n:3][cH:4][cH:5][cH:6][cH:7]1)[CH2:9][CH2:10][CH2:11][CH2:12][N:13]1[C:14](=[O:23])[c:15]2[c:16]([cH:19][cH:20][cH:21][cH:22]2)[C:17]1=[O:18]. Starting materials: C1(CC1)C1=C(C(=NO1)SC)C(C1=C(C=C(C=C1)S(=O)(=O)C)C)=O (5-cyclopropyl-3-methylthio-4-(2-methyl-4-methylsulfonylbenzoyl)isoxazole), ClC1=CC(=CC=C1)C(=O)OO (3-chloroperbenzoic acid). Run in ClCCl (dichloromethane), ClCCl (dichloromethane). Conditions: time 2 hour. Yields the product C1(CC1)C1=C(C(=NO1)S(=O)C)C(C1=C(C=C(C=C1)S(=O)(=O)C)C)=O (5-cyclopropyl-3-methylsulfinyl-4-(2-methyl-4-methylsulfonylbenzoyl)isoxazole). The yield is 55.8%. As a reaction SMILES: [CH:1]1([C:4]2[O:8][N:7]=[C:6]([S:9][CH3:10])[C:5]=2[C:11](=[O:23])[C:12]2[CH:17]=[CH:16][C:15]([S:18]([CH3:21])(=[O:20])=[O:19])=[CH:14][C:13]=2[CH3:22])[CH2:3][CH2:2]1.ClC1C=CC=C(C(OO)=[O:32])C=1>ClCCl>[CH:1]1([C:4]2[O:8][N:7]=[C:6]([S:9]([CH3:10])=[O:32])[C:5]=2[C:11](=[O:23])[C:12]2[CH:17]=[CH:16][C:15]([S:18]([CH3:21])(=[O:19])=[O:20])=[CH:14][C:13]=2[CH3:22])[CH2:3][CH2:2]1. Reported procedure: To a solution of 5-cyclopropyl-3-methylthio-4-(2-methyl-4-methylsulfonylbenzoyl)isoxazole (750 mg, 2.127 mmol) in dichloromethane (35 mL) was added 3-chloroperbenzoic acid (650 mg, 57-87%, Aldrich). The resulting mixture was stirred at r.t. for 2 hours, then diluted with dichloromethane, washed with aqueous sodium bicarbonate, brine, dried and evaporated to dryness. The crude product was purified by preparative thin-layer chromatography to give crystalline 5-cyclopropyl-3-methylsulfinyl-4-(2-met... Starting materials: CC(C)([O-])C.[K+] (potassium t-butoxide), C(C1=CC=CC=C1)O[C@@H]1C[C@H](N(C1)C(=O)OCC)CCCl ((2S,4R)-4-benzyloxy-2-(2-chloroethyl)-1-ethoxycarbonylpyrrolidine), CC1=CC(=C(C=C1)O)CCC1=CC=CC=C1 (4-methyl-2-(2-phenylethyl)phenol). Run in CN(C(C)=O)C (N,N-dimethylacetamide). The product is C(C)OC(=O)N1[C@@H](C[C@H](C1)OCC1=CC=CC=C1)CCOC1=C(C=C(C=C1)C)CCC1=CC=CC=C1 ((2R,4R)-1-Ethoxycarbonyl-4-benzyloxy-2-{2-[4-methyl-2-(2-phenylethyl)phenoxy]ethyl}pyrrolidine). Isolated yield 72.7%. RXN SMILES: [CH3:1][C:2]1[CH:7]=[CH:6][C:5]([OH:8])=[C:4]([CH2:9][CH2:10][C:11]2[CH:16]=[CH:15][CH:14]=[CH:13][CH:12]=2)[CH:3]=1.CC(C)([O-])C.[K+].[CH2:23]([O:30][C@H:31]1[CH2:35][N:34]([C:36]([O:38][CH2:39][CH3:40])=[O:37])[C@H:33]([CH2:41][CH2:42]Cl)[CH2:32]1)[C:24]1[CH:29]=[CH:28][CH:27]=[CH:26][CH:25]=1>CN(C)C(=O)C>[CH2:39]([O:38][C:36]([N:34]1[CH2:35][C@H:31]([O:30][CH2:23][C:24]2[CH:25]=[CH:26][CH:27]=[CH:28][CH:29]=2)[CH2:32][C@H:33]1[CH2:41][CH2:42][O:8][C:5]1[CH:6]=[CH:7][C:2]([CH3:1])=[CH:3][C:4]=1[CH2:9][CH2:10][C:11]1[CH:16]=[CH:15][CH:14]=[CH:13][CH:12]=1)=[O:37])[CH3:40] |f:1.2|. Procedure: 1200 mg of 4-methyl-2-(2-phenylethyl)phenol were dissolved in 10 ml of N,N-dimethylacetamide, allowed to react with 700 mg of potassium t-butoxide and 1600 mg of (2S,4R)-4-benzyloxy-2-(2-chloroethyl)-1-ethoxycarbonylpyrrolidine and extracted in the same manner as described in step (a) of Example 2. The resulting oily substance was purified by silica gel column chromatography, using a 3:1 by volume mixture of hexane and ethyl acetate as the eluent, to give 1820 mg (yield 73%) of the title compoun...